Dataset: the Open Reaction Database (ORD), a public repository of structured organic reaction records. Task: describe an organic reaction: reactants, conditions, products, and yield Reported procedure: This compound was prepared from 3-((2-(4-((3-(trifluoromethyl)benzyl)carbamoyl)pyridin-2-yl)-4-(piperidin-1-yl)phenyl)carbamoyl)benzoic acid 4.1e using the procedure described for the preparation of N1-methyl-N1-(2-morpholinoethyl)-N3-(4-(piperidin-1-yl)-2-(4-((3-(trifluoromethyl)benzyl)carbamoyl)pyridin-2-yl)phenyl)isophthalamide 4.8, except that CH3CN was substituted for DMF as the reaction solvent and (S)—N-(pyrrolidin-3-yl)acetamide was used as the amine component. 1H-NMR (300 MHz, CD3OD, pp... Product: C(C)(=O)N[C@@H]1CN(CC1)C(=O)C=1C=C(C(=O)NC2=C(C=C(C=C2)N2CCCCC2)C=2C=C(C(=O)NCC3=CC(=CC=C3)C(F)(F)F)C=CN2)C=CC1 ((S)-2-(2-(3-(3-Acetamidopyrrolidine-1-carbonyl)benzamido)-5-(piperidin-1-yl)phenyl)-N-(3-(trifluoromethyl)benzyl)isonicotinamide). As a reaction SMILES: [F:1][C:2]([F:44])([F:43])[C:3]1[CH:4]=[C:5]([CH:40]=[CH:41][CH:42]=1)[CH2:6][NH:7][C:8]([C:10]1[CH:15]=[CH:14][N:13]=[C:12]([C:16]2[CH:21]=[C:20]([N:22]3[CH2:27][CH2:26][CH2:25][CH2:24][CH2:23]3)[CH:19]=[CH:18][C:17]=2[NH:28][C:29]([C:31]2[CH:32]=[C:33]([CH:37]=[CH:38][CH:39]=2)[C:34](O)=[O:35])=[O:30])[CH:11]=1)=[O:9].CN(CCN1CCOCC1)C(=O)C1C=CC=[C:50]([C:51]([NH:53][C:54]2C=CC(N3CCCCC3)=C[C:55]=2[C:66]2C=C(C(=O)NCC3C=CC=C(C(F)(F)F)C=3)C=[CH:68][N:67]=2)=[O:52])C=1.CC#N.N1CC[C@H](NC(=O)C)C1>CN(C=O)C>[C:51]([NH:53][C@H:54]1[CH2:55][CH2:66][N:67]([C:34]([C:33]2[CH:32]=[C:31]([CH:39]=[CH:38][CH:37]=2)[C:29]([NH:28][C:17]2[CH:18]=[CH:19][C:20]([N:22]3[CH2:27][CH2:26][CH2:25][CH2:24][CH2:23]3)=[CH:21][C:16]=2[C:12]2[CH:11]=[C:10]([CH:15]=[CH:14][N:13]=2)[C:8]([NH:7][CH2:6][C:5]2[CH:40]=[CH:41][CH:42]=[C:3]([C:2]([F:1])([F:44])[F:43])[CH:4]=2)=[O:9])=[O:30])=[O:35])[CH2:68]1)(=[O:52])[CH3:50]. Reactants: FC(C=1C=C(CNC(=O)C2=CC(=NC=C2)C2=C(C=CC(=C2)N2CCCCC2)NC(=O)C=2C=C(C(=O)O)C=CC2)C=CC1)(F)F (3-((2-(4-((3-(trifluoromethyl)benzyl)carbamoyl)pyridin-2-yl)-4-(piperidin-1-yl)phenyl)carbamoyl)-benzoic acid), N1C[C@H](CC1)NC(C)=O ((S)—N-(pyrrolidin-3-yl)acetamide), CN(C(C1=CC(C(=O)NC2=C(C=C(C=C2)N2CCCCC2)C2=NC=CC(=C2)C(NCC2=CC(=CC=C2)C(F)(F)F)=O)=CC=C1)=O)CCN1CCOCC1 (N1-methyl-N1-(2-morpholinoethyl)-N3-(4-(piperidin-1-yl)-2-(4-((3-(trifluoromethyl)benzyl)carbamoyl)pyridin-2-yl)phenyl)isophthalamide), CC#N (CH3CN), amine. The solvent is CN(C)C=O (DMF). Reactants: benzamidomethylthio, ClCC1=C(C(=O)N)C=CC=C1 (Chloromethylbenzamide), SC1=C2NC=NC2=NC=N1 (6-mercaptopurine), C(Cl)(Cl)Cl (Chloroform), ClCC1=C(C(=O)N)C=CC=C1 (chloromethylbenzamide). Product: C(C1=CC=CC=C1)(=O)NCSC1=C2NC=NC2=NC=N1 (6-(Benzamidomethylthio)purine). Reaction SMILES: ClC[C:3]1[CH:11]=[CH:10][CH:9]=[CH:8][C:4]=1[C:5]([NH2:7])=[O:6].[SH:12][C:13]1[N:21]=[CH:20][N:19]=[C:18]2[C:14]=1[NH:15][CH:16]=[N:17]2.[CH:22](Cl)(Cl)Cl>>[C:5]([NH:7][CH2:22][S:12][C:13]1[N:21]=[CH:20][N:19]=[C:18]2[C:14]=1[NH:15][CH:16]=[N:17]2)(=[O:6])[C:4]1[CH:3]=[CH:11][CH:10]=[CH:9][CH:8]=1. Reported procedure: Chloromethylbenzamide (55.71 mg, 0.328 mmol) and 6-mercaptopurine (50 mg, 0.328 mmol) were dissolved in 1.5 ml of dry DMSO-d6 to give a clear yellow solution. The progress of the reaction was followed by monitoring changes in the NMR spectrum. The doublet at 5.42, due to chloromethylbenzamide, had completely disappeared after 10 hours and a new doublet at 5.83 indicated the presence of the benzamidomethylthio moiety. Chloroform was added which caused a yellow gum to precipitate which was washed ... The yield is 92.5%. The reactants are BrC1=CC=CC(=N1)C=CC(=O)OCC (ethyl 6-bromo-2-pyridineacrylate), B(OC1=CC=C(C=C1)C)([O-])[O-] (4-methylphenyl borate), C([O-])([O-])=O.[Na+].[Na+] (sodium carbonate), tetrakis-(triphenylphosphine)palladium, B(OC1=CC=C(C=C1)C)([O-])[O-] (4-tolyl borate), tetrakis(triphenyl-phosphine)palladium. Reported procedure: In 1,2-dimethoxyethane (4 ml) were dissolved ethyl 6-bromo-2-pyridineacrylate (512 mg, 2.00 mmol) and 4-methylphenyl borate (299 mg, 2.20 mmol), and to the mixture were added sodium carbonate (424 mg, 4.00 mmol), water (2 ml) and tetrakis-(triphenylphosphine)palladium (116 mg, 0.10 mmol). The mixture was stirred at 80° C. for 10 hours. To complete the reaction, 4-tolyl borate (150 mg, 1.10 mmol) and tetrakis(triphenyl-phosphine)palladium (116 mg, 0.10 mmol) were added at 80° C. to the mixture, a... Reaction conditions: temperature 80 celsius, time 10 hour. Run in COCCOC (1,2-dimethoxyethane), [Cl-].[Na+].O (brine), O (water), C(C)(=O)OCC (ethyl acetate), O (water). The product is CC1=CC=C(C=C1)C1=CC=CC(=N1)C=CC(=O)OCC (ethyl 6-(4-methylphenyl)-2-pyridineacrylate). Reaction SMILES: Br[C:2]1[N:7]=[C:6]([CH:8]=[CH:9][C:10]([O:12][CH2:13][CH3:14])=[O:11])[CH:5]=[CH:4][CH:3]=1.B([O-])([O-])O[C:17]1[CH:22]=[CH:21][C:20]([CH3:23])=[CH:19][CH:18]=1.C(=O)([O-])[O-].[Na+].[Na+]>COCCOC.[Cl-].[Na+].O.O.C(OCC)(=O)C>[CH3:23][C:20]1[CH:21]=[CH:22][C:17]([C:2]2[N:7]=[C:6]([CH:8]=[CH:9][C:10]([O:12][CH2:13][CH3:14])=[O:11])[CH:5]=[CH:4][CH:3]=2)=[CH:18][CH:19]=1 |f:2.3.4,6.7.8|. Starting materials: C(C)OCC (diethyl ether), N (ammonia), CC(=CC(=O)OCC)C=CC=C(CCC=C(CCC=C(C)C)C)C (ethyl 3,7,11,15-tetramethyl-2,4,6,10,14-hexadecapentaenoate), C(OCC)(=O)Cl (ethyl chlorocarbonate). Solvent: C(C)N(CC)CC (triethylamine). Conditions: time 10 minute. Yields the product CC(=CC(=O)N)C=CC=C(CCC=C(CCC=C(C)C)C)C (3,7,11,15-Tetramethyl-2,4,6,10,14-hexadecapentaenoamide). Reaction SMILES: C(OCC)C.[CH3:6][C:7]([CH:14]=[CH:15][CH:16]=[C:17]([CH3:29])[CH2:18][CH2:19][CH:20]=[C:21]([CH3:28])[CH2:22][CH2:23][CH:24]=[C:25]([CH3:27])[CH3:26])=[CH:8][C:9](OCC)=[O:10].C(Cl)(=O)OCC.[NH3:36]>C(N(CC)CC)C>[CH3:6][C:7]([CH:14]=[CH:15][CH:16]=[C:17]([CH3:29])[CH2:18][CH2:19][CH:20]=[C:21]([CH3:28])[CH2:22][CH2:23][CH:24]=[C:25]([CH3:27])[CH3:26])=[CH:8][C:9]([NH2:36])=[O:10]. Procedure: In 20 ml. of diethyl ether was dissolved 3.0 g. of the above-obtained 3,7,11,15-tetramethyl-2,4,6,10,14-hexadecapentaenoic acid. To this solution was added 1 g. of triethylamine, and further added 1.1 g. of ethyl chlorocarbonate under stirring at room temperature. After 10 minutes, gaseous ammonia was introduced into the solution. The reaction liquid was washed with three 10 ml. portions of water, dried over magnesium sulfate, and evaporated to remove the solvent. The residue was purified by alu... Starting materials: OCCCBr, CCCCCCCCCCCCNc1nccc(NCCCO)n1, CN(C)C=O, CO, ClC(Cl)Cl, [NH4+], [OH-], c1cncnc1. Product: [Br-], CCCCCCCCCCCCNc1nc(NCCCO)cc[n+]1CCCO. Reaction SMILES: [Br:25][CH2:26][CH2:27][CH2:28][OH:29].[CH2:1]([CH2:2][CH2:3][CH2:4][CH2:5][CH2:6][CH2:7][CH2:8][CH2:9][CH2:10][CH2:11][CH3:12])[NH:13][c:14]1[n:15][cH:16][cH:17][c:18]([NH:20][CH2:21][CH2:22][CH2:23][OH:24])[n:19]1.[CH3:38][N:39]([CH3:40])[CH:41]=[O:42].[CH3:43][OH:44].[CH:45]([Cl:46])([Cl:47])[Cl:48].[NH4+:30].[OH-:31].[cH:32]1[cH:33][n:34][cH:35][n:36][cH:37]1>>[Br-:25].[CH2:1]([CH2:2][CH2:3][CH2:4][CH2:5][CH2:6][CH2:7][CH2:8][CH2:9][CH2:10][CH2:11][CH3:12])[NH:13][c:14]1[n+:15]([CH2:26][CH2:27][CH2:28][OH:29])[cH:16][cH:17][c:18]([NH:20][CH2:21][CH2:22][CH2:23][OH:24])[n:19]1. Starting materials: C(C)(=O)OCC (ethyl acetate), [Cl-].[Al+3].[Cl-].[Cl-] (aluminum chloride), C(#N)C(C(=O)NCCC)=NNC1=C(C=CC=C1)C1=CC=CC=C1 (2-Cyano-2-[(2-phenylphenyl)hydrazono]-N-propylacetamide). Run in C1(=CC=CC=C1)C (toluene), C1(=CC=CC=C1)C (toluene). Product: NC1=C(N=NC2=C(C=CC=C12)C1=CC=CC=C1)C(=O)NCCC (4-Amino-8-phenyl-N-propyl-3-cinnolinecarboxamide). Isolated yield 93.9%. Reaction SMILES: [C:1]([C:3](=[N:10][NH:11][C:12]1[CH:17]=[CH:16][CH:15]=[CH:14][C:13]=1[C:18]1[CH:23]=[CH:22][CH:21]=[CH:20][CH:19]=1)[C:4]([NH:6][CH2:7][CH2:8][CH3:9])=[O:5])#[N:2].[Cl-].[Al+3].[Cl-].[Cl-].C(OCC)(=O)C>C1(C)C=CC=CC=1>[NH2:2][C:1]1[C:17]2[C:12](=[C:13]([C:18]3[CH:23]=[CH:22][CH:21]=[CH:20][CH:19]=3)[CH:14]=[CH:15][CH:16]=2)[N:11]=[N:10][C:3]=1[C:4]([NH:6][CH2:7][CH2:8][CH3:9])=[O:5] |f:1.2.3.4|. Procedure details: To a suspension of the product of Example A (9.50 g) in dry toluene (150 ml) was added aluminum chloride (14.44 g). The mixture was stirred under nitrogen at reflux (110°) for three hours. The reaction mixture was then cooled to room temperature, and the toluene was decanted from the dark, oily layer into a flask. The oily layer was chilled to 0°, and aqueous sodium hydroxide (1 Liter of 20% w/v solution) was slowly added with stirring to produce a yellow suspension which was stirred with the pr... Reactants: COc1ccc(C2=CN3C(=O)c4cc(OC)c(OCCCCCOc5cc6c(cc5OC)C(=O)N5C=C(OS(=O)(=O)C(F)(F)F)CC5C(O[Si](C)(C)C(C)(C)C)N6C(=O)OCC(Cl)(Cl)Cl)cc4N(C(=O)OCC(Cl)(Cl)Cl)C(O[Si](C)(C)C(C)(C)C)C3C2)cc1, OB(O)c1ccc(O)cc1. The product is COc1ccc(C2=CN3C(=O)c4cc(OC)c(OCCCCCOc5cc6c(cc5OC)C(=O)N5C=C(c7ccc(O)cc7)CC5C(O[Si](C)(C)C(C)(C)C)N6C(=O)OCC(Cl)(Cl)Cl)cc4N(C(=O)OCC(Cl)(Cl)Cl)C(O[Si](C)(C)C(C)(C)C)C3C2)cc1. Reaction SMILES: [C:1]([CH3:2])([CH3:3])([CH3:4])[Si:5]([O:6][CH:7]1[N:8]([C:80](=[O:81])[O:82][CH2:83][C:84]([Cl:85])([Cl:86])[Cl:87])[c:9]2[c:10]([cH:26][c:27]([O:78][CH3:79])[c:28]([O:30][CH2:31][CH2:32][CH2:33][CH2:34][CH2:35][O:36][c:37]3[cH:38][c:39]4[c:40]([cH:74][c:75]3[O:76][CH3:77])[C:41](=[O:73])[N:42]3[CH:43]([CH:44]([O:54][Si:55]([CH3:56])([CH3:57])[C:58]([CH3:59])([CH3:60])[CH3:61])[N:45]4[C:46](=[O:47])[O:48][CH2:49][C:50]([Cl:51])([Cl:52])[Cl:53])[CH2:62][C:63]([c:65]4[cH:66][cH:67][c:68]([O:71][CH3:72])[cH:69][cH:70]4)=[CH:64]3)[cH:29]2)[C:11](=[O:25])[N:12]2[CH:13]1[CH2:14][C:15]([O:17][S:18]([C:19]([F:20])([F:21])[F:22])(=[O:23])=[O:24])=[CH:16]2)([CH3:88])[CH3:89].[OH:90][c:91]1[cH:92][cH:93][c:94]([B:97]([OH:98])[OH:99])[cH:95][cH:96]1>>[C:1]([CH3:2])([CH3:3])([CH3:4])[Si:5]([O:6][CH:7]1[N:8]([C:80](=[O:81])[O:82][CH2:83][C:84]([Cl:85])([Cl:86])[Cl:87])[c:9]2[c:10]([cH:26][c:27]([O:78][CH3:79])[c:28]([O:30][CH2:31][CH2:32][CH2:33][CH2:34][CH2:35][O:36][c:37]3[cH:38][c:39]4[c:40]([cH:74][c:75]3[O:76][CH3:77])[C:41](=[O:73])[N:42]3[CH:43]([CH:44]([O:54][Si:55]([CH3:56])([CH3:57])[C:58]([CH3:59])([CH3:60])[CH3:61])[N:45]4[C:46](=[O:47])[O:48][CH2:49][C:50]([Cl:51])([Cl:52])[Cl:53])[CH2:62][C:63]([c:65]4[cH:66][cH:67][c:68]([O:71][CH3:72])[cH:69][cH:70]4)=[CH:64]3)[cH:29]2)[C:11](=[O:25])[N:12]2[CH:13]1[CH2:14][C:15]([c:94]1[cH:93][cH:92][c:91]([OH:90])[cH:96][cH:95]1)=[CH:16]2)([CH3:88])[CH3:89]. Starting materials: NC=1C(=CC2=C(N(CC(O2)(C)C)C2=[N+](C=CC=C2)[O-])C1)[N+](=O)[O-] (2-(6-amino-3,4-dihydro-2,2-dimethyl-7-nitro-2H-1,4-benzoxazin-4-yl)pyridine N-oxide). Reagents/catalysts: [C].[Pd] (palladium-carbon). The solvent is C(C)(=O)O (acetic acid). Yields the product NC=1C(=CC2=C(N(CC(O2)(C)C)C2=[N+](C=CC=C2)[O-])C1)N (2-(6,7-diamino-3,4-dihydro-2,2-dimethyl-2H-1,4-benzoxazin-4-yl)pyridine N-oxide). RXN SMILES: [NH2:1][C:2]1[C:3]([N+:21]([O-])=O)=[CH:4][C:5]2[O:10][C:9]([CH3:12])([CH3:11])[CH2:8][N:7]([C:13]3[CH:18]=[CH:17][CH:16]=[CH:15][N+:14]=3[O-:19])[C:6]=2[CH:20]=1>C(O)(=O)C.[C].[Pd]>[NH2:1][C:2]1[C:3]([NH2:21])=[CH:4][C:5]2[O:10][C:9]([CH3:12])([CH3:11])[CH2:8][N:7]([C:13]3[CH:18]=[CH:17][CH:16]=[CH:15][N+:14]=3[O-:19])[C:6]=2[CH:20]=1 |f:2.3|. Procedure details: To a solution of 549 mg 2-(6-amino-3,4-dihydro-2,2-dimethyl-7-nitro-2H-1,4-benzoxazin-4-yl)pyridine N-oxide in 30 ml acetic acid, was added a catalytic amount of 10% palladium-carbon powder, and catalytic hydrogenation was performed at ordinary temperature and pressure. The catalyst was filtered off from the reaction mixture, and the solvent was distilled off from the filtrate, thus giving crude 2-(6,7-diamino-3,4-dihydro-2,2-dimethyl-2H-1,4-benzoxazin-4-yl)pyridine N-oxide. This product was imm... Starting materials: Oc1ccc(Br)cc1, OCCBr, O=C([O-])[O-], CN(C)C=O, [K+], [K+]. Yields the product OCCOc1ccc(Br)cc1. Reaction SMILES: [Br:1][c:2]1[cH:3][cH:4][c:5]([OH:8])[cH:6][cH:7]1.[Br:9][CH2:10][CH2:11][OH:12].[C:13](=[O:14])([O-:15])[O-:16].[CH3:19][N:20]([CH3:21])[CH:22]=[O:23].[K+:17].[K+:18]>>[Br:1][c:2]1[cH:3][cH:4][c:5]([O:8][CH2:10][CH2:11][OH:12])[cH:6][cH:7]1.